Dataset: the Open Reaction Database (ORD), a public repository of structured organic reaction records. Task: describe an organic reaction: reactants, conditions, products, and yield The reactants are CC1CCCC(C)(C)C1O, Cc1ccccc1, [H-], [Na+], CCCC1CO1, O=S(=O)(O)O. Yields the product CCCC(O)COC1C(C)CCCC1(C)C. Reaction SMILES: [CH3:1][CH:2]1[CH:3]([OH:10])[C:4]([CH3:8])([CH3:9])[CH2:5][CH2:6][CH2:7]1.[CH3:24][c:25]1[cH:26][cH:27][cH:28][cH:29][cH:30]1.[H-:11].[Na+:12].[O:13]1[CH2:14][CH:15]1[CH2:16][CH2:17][CH3:18].[S:19](=[O:20])(=[O:21])([OH:22])[OH:23]>>[CH3:1][CH:2]1[CH:3]([O:10][CH2:14][CH:15]([OH:13])[CH2:16][CH2:17][CH3:18])[C:4]([CH3:8])([CH3:9])[CH2:5][CH2:6][CH2:7]1. The reactants are CCN(CC)S(F)(F)F, COc1ccc(F)c(-c2ccc(CO[Si](C)(C)C(C)(C)C)cc2C(O)C(C)(C)C)c1, Cc1ccccc1, O. The product is COc1ccc(F)c(-c2ccc(CO[Si](C)(C)C(C)(C)C)cc2C(F)C(C)(C)C)c1. Reaction SMILES: [CH2:31]([N:32]([S:33]([F:34])([F:35])[F:37])[CH2:36][CH3:38])[CH3:39].[CH3:1][C:2]([CH3:3])([CH3:4])[Si:5]([O:6][CH2:7][c:8]1[cH:9][c:10]([CH:23]([C:24]([CH3:25])([CH3:26])[CH3:27])[OH:28])[c:11](-[c:14]2[c:15]([F:22])[cH:16][cH:17][c:18]([O:20][CH3:21])[cH:19]2)[cH:12][cH:13]1)([CH3:29])[CH3:30].[CH3:41][c:42]1[cH:43][cH:44][cH:45][cH:46][cH:47]1.[OH2:40]>>[CH3:1][C:2]([CH3:3])([CH3:4])[Si:5]([O:6][CH2:7][c:8]1[cH:9][c:10]([CH:23]([C:24]([CH3:25])([CH3:26])[CH3:27])[F:37])[c:11](-[c:14]2[c:15]([F:22])[cH:16][cH:17][c:18]([O:20][CH3:21])[cH:19]2)[cH:12][cH:13]1)([CH3:29])[CH3:30].